This data is from the Open Reaction Database (ORD), a public repository of structured organic reaction records. The task is: describe an organic reaction: reactants, conditions, products, and yield Starting materials: BrCCOc1cccc(-c2noc3ccsc23)c1, O=C([O-])[O-], CC#N, NCc1c(F)cccc1F, [K+], [K+]. Product: Fc1cccc(F)c1CNCCOc1cccc(-c2noc3ccsc23)c1. Reaction SMILES: [Br:1][CH2:2][CH2:3][O:4][c:5]1[cH:6][c:7](-[c:11]2[n:12][o:13][c:14]3[c:15]2[s:16][cH:17][cH:18]3)[cH:8][cH:9][cH:10]1.[C:19](=[O:20])([O-:21])[O-:22].[CH3:35][C:36]#[N:37].[F:25][c:26]1[c:27]([CH2:28][NH2:29])[c:30]([F:34])[cH:31][cH:32][cH:33]1.[K+:23].[K+:24]>>[CH2:2]([CH2:3][O:4][c:5]1[cH:6][c:7](-[c:11]2[n:12][o:13][c:14]3[c:15]2[s:16][cH:17][cH:18]3)[cH:8][cH:9][cH:10]1)[NH:29][CH2:28][c:27]1[c:26]([F:25])[cH:33][cH:32][cH:31][c:30]1[F:34]. RXN SMILES: [C:1]1(B(O)O)[CH:6]=[CH:5][CH:4]=[CH:3][CH:2]=1.Br[C:11]1[CH:16]=[CH:15][C:14]([CH3:17])=[CH:13][N:12]=1.C([O-])([O-])=O.[K+].[K+]>C1C=CC([P]([Pd]([P](C2C=CC=CC=2)(C2C=CC=CC=2)C2C=CC=CC=2)([P](C2C=CC=CC=2)(C2C=CC=CC=2)C2C=CC=CC=2)[P](C2C=CC=CC=2)(C2C=CC=CC=2)C2C=CC=CC=2)(C2C=CC=CC=2)C2C=CC=CC=2)=CC=1.CC#N>[CH3:17][C:14]1[CH:15]=[CH:16][C:11]([C:1]2[CH:6]=[CH:5][CH:4]=[CH:3][CH:2]=2)=[N:12][CH:13]=1 |f:2.3.4,^1:27,29,48,67|. Reported procedure: Phenylboronic acid (732 mg, 6 mmol), 2-bromo-5-methylpyridine (1.03 g, 5.99 mmol), and Pd (PPh3)4 (350 mg, 0.303 mmol) were heated in 0.4 M K2CO3 (30 mL, 12 mmol) and CH3CN (30 mL) at 90° overnight. The mixture was then cooled to room temperature and concentrated under reduced pressure. The residue was partitioned between brine and ethyl acetate. The organic layer was separated, dried (Na2SO4), filtered, and the filtrate was concentrated under reduced pressure. The residue was purified by column... Run in CC#N (CH3CN). The reactants are C1(=CC=CC=C1)B(O)O (Phenylboronic acid), BrC1=NC=C(C=C1)C (2-bromo-5-methylpyridine), C(=O)([O-])[O-].[K+].[K+] (K2CO3). The product is CC=1C=CC(=NC1)C1=CC=CC=C1 (5-methyl-2-phenylpyridine). The reagents and catalysts are C=1C=CC(=CC1)[P](C=2C=CC=CC2)(C=3C=CC=CC3)[Pd]([P](C=4C=CC=CC4)(C=5C=CC=CC5)C=6C=CC=CC6)([P](C=7C=CC=CC7)(C=8C=CC=CC8)C=9C=CC=CC9)[P](C=1C=CC=CC1)(C=1C=CC=CC1)C=1C=CC=CC1 (Pd (PPh3)4). Reactants: Cc1cc(Br)c(C)cc1N, O=C([O-])[O-], CCCCO, COc1cccc(OC)c1-c1ccccc1P(C1CCCCC1)C1CCCCC1, [Na+], [Na+], O=C(C=Cc1ccccc1)C=Cc1ccccc1, O=C(C=Cc1ccccc1)C=Cc1ccccc1, O=C(C=Cc1ccccc1)C=Cc1ccccc1, [Pd], [Pd], OB(O)c1cccnc1. Product: Cc1cc(-c2cccnc2)c(C)cc1N. Reaction SMILES: [Br:1][c:2]1[cH:3][c:4]([CH3:10])[c:5]([NH2:6])[cH:7][c:8]1[CH3:9].[C:49](=[O:50])([O-:51])[O-:52].[CH2:55]([OH:56])[CH2:57][CH2:58][CH3:59].[CH:20]1([P:21]([CH:22]2[CH2:23][CH2:24][CH2:25][CH2:26][CH2:27]2)[c:28]2[cH:29][cH:30][cH:31][cH:32][c:33]2-[c:34]2[c:35]([O:36][CH3:37])[cH:38][cH:39][cH:40][c:41]2[O:42][CH3:43])[CH2:44][CH2:45][CH2:46][CH2:47][CH2:48]1.[Na+:53].[Na+:54].[O:62]=[C:63]([CH:64]=[CH:65][c:66]1[cH:67][cH:68][cH:69][cH:70][cH:71]1)[CH:72]=[CH:73][c:74]1[cH:75][cH:76][cH:77][cH:78][cH:79]1.[O:80]=[C:81]([CH:82]=[CH:83][c:84]1[cH:85][cH:86][cH:87][cH:88][cH:89]1)[CH:90]=[CH:91][c:92]1[cH:93][cH:94][cH:95][cH:96][cH:97]1.[O:98]=[C:99]([CH:100]=[CH:101][c:102]1[cH:103][cH:104][cH:105][cH:106][cH:107]1)[CH:108]=[CH:109][c:110]1[cH:111][cH:112][cH:113][cH:114][cH:115]1.[Pd:60].[Pd:61].[n:11]1[cH:12][c:13]([B:17]([OH:18])[OH:19])[cH:14][cH:15][cH:16]1>>[c:2]1(-[c:13]2[cH:12][n:11][cH:16][cH:15][cH:14]2)[cH:3][c:4]([CH3:10])[c:5]([NH2:6])[cH:7][c:8]1[CH3:9]. Starting materials: NC[C@@H]1[C@H]2CC(C[C@H]2CN1C(=O)C=1N=C(SC1C=1C=C(C=CC1)C)C)C ([(1S,2S,5R)-2-aminomethyl-7-methyl-3-aza-bicyclo[3.3.0]oct-3-yl]-(2-methyl-5-m-tolyl-thiazol-4-yl)-methanone), FC(C1=CC=CC(=N1)C(=O)O)(F)F (6-trifluoromethyl-pyridine-2-carboxylic acid). Yields the product CC1C[C@H]2CN([C@@H]([C@H]2C1)CNC(=O)C1=NC(=CC=C1)C(F)(F)F)C(=O)C=1N=C(SC1C=1C=C(C=CC1)C)C (6-Trifluoromethyl-pyridine-2-carboxylic acid-(1S,2S,5R)-[7-methyl-3-(2-methyl-5-m-tolyl-thiazole-4-carbonyl)-3-aza-bicyclo[3.3.0]oct-2-ylmethyl]-amide). Reaction SMILES: [NH2:1][CH2:2][C@H:3]1[N:10]([C:11]([C:13]2[N:14]=[C:15]([CH3:25])[S:16][C:17]=2[C:18]2[CH:19]=[C:20]([CH3:24])[CH:21]=[CH:22][CH:23]=2)=[O:12])[CH2:9][C@H:8]2[C@@H:4]1[CH2:5][CH:6]([CH3:26])[CH2:7]2.[F:27][C:28]([F:39])([F:38])[C:29]1[N:34]=[C:33]([C:35](O)=[O:36])[CH:32]=[CH:31][CH:30]=1>>[CH3:26][CH:6]1[CH2:5][C@H:4]2[C@H:8]([CH2:9][N:10]([C:11]([C:13]3[N:14]=[C:15]([CH3:25])[S:16][C:17]=3[C:18]3[CH:19]=[C:20]([CH3:24])[CH:21]=[CH:22][CH:23]=3)=[O:12])[C@@H:3]2[CH2:2][NH:1][C:35]([C:33]2[CH:32]=[CH:31][CH:30]=[C:29]([C:28]([F:39])([F:27])[F:38])[N:34]=2)=[O:36])[CH2:7]1. Procedure details: prepared by reaction of [(1S,2S,5R)-2-aminomethyl-7-methyl-3-aza-bicyclo[3.3.0]oct-3-yl]-(2-methyl-5-m-tolyl-thiazol-4-yl)-methanone with 6-trifluoromethyl-pyridine-2-carboxylic acid.